describe an organic reaction: reactants, conditions, products, and yield From a dataset of the Open Reaction Database (ORD), a public repository of structured organic reaction records. As a reaction SMILES: C[N:2]([CH3:13])[CH:3]=[CH:4][C:5]([C:7]1[CH:8]=[N:9][CH:10]=[CH:11][CH:12]=1)=O.N[C:15]1[C:19]([C:20]#[N:21])=C[NH:17][N:16]=1>C(O)(=O)C>[N:9]1[CH:10]=[CH:11][CH:12]=[C:7]([C:5]2[N:17]3[N:16]=[CH:15][C:19]([C:20]#[N:21])=[C:13]3[N:2]=[CH:3][CH:4]=2)[CH:8]=1. Solvent: C(C)(=O)O (acetic acid). Product: N1=CC(=CC=C1)C1=CC=NC=2N1N=CC2C#N (7-(3-Pyridyl)pyrazolo[1,5-a]pyrimidine-3-carbonitrile). Starting materials: CN(C=CC(=O)C=1C=NC=CC1)C (3-dimethylamino-1-(3-pyridyl)-2-propen-1-one), NC1=NNC=C1C#N (3-aminopyrazole-4-carbonitrile). Procedure details: A mixture of 17.61 g. of 3-dimethylamino-1-(3-pyridyl)-2-propen-1-one and 10.8 g. of 3-aminopyrazole-4-carbonitrile in 75 ml. of glacial acetic acid is heated at reflux temperature for 6 hours. The procedure described in Example 1 is continued to give the product of the example as tan crystals, m.p. 258°-260° C. Starting materials: C(#N)C=1C=C(C=CC1F)CC(=O)O (2-(3-Cyano-4-fluorophenyl)acetic acid). Run in C1CCOC1 (THF). Reaction conditions: time 12 hour. Yields the product C(#N)C=1C=C(C=CC1F)CC(=O)OC(C)(C)C (tert-butyl 2-(3-cyano-4-fluorophenyl)acetate). The yield is 106.5%. Reaction SMILES: [C:1]([C:3]1[CH:4]=[C:5]([CH2:10][C:11]([OH:13])=[O:12])[CH:6]=[CH:7][C:8]=1[F:9])#[N:2]>C1COCC1>[C:1]([C:3]1[CH:4]=[C:5]([CH2:10][C:11]([O:13][C:3]([CH3:4])([CH3:8])[CH3:1])=[O:12])[CH:6]=[CH:7][C:8]=1[F:9])#[N:2]. Procedure: 2-(3-Cyano-4-fluorophenyl)acetic acid (14.3 g, 79.8 mmol) was diluted with THF (150 mL) followed by the addition of tert-butyl N,N′-diispropylcarbamimidate (48.0 g, 239 mmol). After stirring for 12 hours, the reaction was filtered and the filtrate was concentrated. The residue was taken up in ethyl acetate 100 mL and washed with 1N HCl saturated bicarbonate water and brine. The organic layer was dried over MgSO4, filtered and concentrated. Additional precipitate was removed by filtration. The re...